This data is from the Open Reaction Database (ORD), a public repository of structured organic reaction records. The task is: describe an organic reaction: reactants, conditions, products, and yield Starting materials: C1CCOC1, COc1ccc2c(OCc3nnc4ccc(-c5ccc(O)c(F)c5)nn34)ccnc2c1, CCOC(=O)N=NC(=O)OCC, OCCN1CCOCC1, c1ccc(P(c2ccccc2)c2ccccc2)cc1. The product is COc1ccc2c(OCc3nnc4ccc(-c5ccc(OCCN6CCOCC6)c(F)c5)nn34)ccnc2c1. Reaction SMILES: [CH2:72]1[O:73][CH2:74][CH2:75][CH2:76]1.[F:29][c:30]1[c:31]([OH:59])[cH:32][cH:33][c:34](-[c:36]2[cH:37][cH:38][c:39]3[n:40]([n:41]2)[c:42]([CH2:45][O:46][c:47]2[cH:48][cH:49][n:50][c:51]4[cH:52][c:53]([O:57][CH3:58])[cH:54][cH:55][c:56]24)[n:43][n:44]3)[cH:35]1.[O:60]=[C:61]([O:62][CH2:63][CH3:64])[N:65]=[N:66][C:67]([O:68][CH2:69][CH3:70])=[O:71].[OH:1][CH2:2][CH2:3][N:4]1[CH2:5][CH2:6][O:7][CH2:8][CH2:9]1.[c:10]1([P:11]([c:12]2[cH:13][cH:14][cH:15][cH:16][cH:17]2)[c:18]2[cH:19][cH:20][cH:21][cH:22][cH:23]2)[cH:24][cH:25][cH:26][cH:27][cH:28]1>>[O:1]([CH2:2][CH2:3][N:4]1[CH2:5][CH2:6][O:7][CH2:8][CH2:9]1)[c:31]1[c:30]([F:29])[cH:35][c:34](-[c:36]2[cH:37][cH:38][c:39]3[n:40]([n:41]2)[c:42]([CH2:45][O:46][c:47]2[cH:48][cH:49][n:50][c:51]4[cH:52][c:53]([O:57][CH3:58])[cH:54][cH:55][c:56]24)[n:43][n:44]3)[cH:33][cH:32]1.